This data is from the Open Reaction Database (ORD), a public repository of structured organic reaction records. The task is: describe an organic reaction: reactants, conditions, products, and yield The reactants are Brc1cncc2ccccc12, O, O=[N+]([O-])O, O=S(=O)(O)O. The product is O=[N+]([O-])c1cccc2c(Br)cncc12. RXN SMILES: [Br:5][c:6]1[cH:7][n:8][cH:9][c:10]2[cH:11][cH:12][cH:13][cH:14][c:15]12.[OH2:21].[OH:1][N+:2]([O-:3])=[O:4].[S:16](=[O:17])(=[O:18])([OH:19])[OH:20]>>[O-:1][N+:2](=[O:4])[c:11]1[c:10]2[cH:9][n:8][cH:7][c:6]([Br:5])[c:15]2[cH:14][cH:13][cH:12]1.